Task: describe an organic reaction: reactants, conditions, products, and yield. Dataset: the Open Reaction Database (ORD), a public repository of structured organic reaction records Starting materials: ClC1=C(C=C2C(C(=CN(C2=N1)C1CC1)C(=O)O)=O)F (7-chloro-1-cyclopropyl-6-fluoro-1,4-dihydro-4-oxo-1,8-naphthyridine-3-carboxylic acid), CC(C)NCC1CNCC1 (3-[(2-propyl)aminomethyl]pyrrolidine), N12CCCCCC2=NCCC1 (1,8-diazabicyclo[5.4.0]undec-7-ene). The solvent is C(C)#N (acetonitrile). Reaction conditions: time 2 hour. Yields the product CC(C)NCC1CN(CC1)C1=C(C=C2C(C(=CN(C2=N1)C1CC1)C(=O)O)=O)F (7-[3-[(2-Propylamino)methyl]-1-pyrrolidinyl]-1-cyclopropyl-6-fluoro-1,4-dihydro-4-oxo-1,8-napthyridine-3-carboxylic Acid). Yield: 111.6%. Reaction SMILES: Cl[C:2]1[N:11]=[C:10]2[C:5]([C:6](=[O:18])[C:7]([C:15]([OH:17])=[O:16])=[CH:8][N:9]2[CH:12]2[CH2:14][CH2:13]2)=[CH:4][C:3]=1[F:19].[CH3:20][CH:21]([NH:23][CH2:24][CH:25]1[CH2:29][CH2:28][NH:27][CH2:26]1)[CH3:22].N12CCCN=C1CCCCC2>C(#N)C>[CH3:20][CH:21]([NH:23][CH2:24][CH:25]1[CH2:29][CH2:28][N:27]([C:2]2[N:11]=[C:10]3[C:5]([C:6](=[O:18])[C:7]([C:15]([OH:17])=[O:16])=[CH:8][N:9]3[CH:12]3[CH2:14][CH2:13]3)=[CH:4][C:3]=2[F:19])[CH2:26]1)[CH3:22]. Procedure details: A suspension of 1.13 g (3.0 mmole) of 7-chloro-1-cyclopropyl-6-fluoro-1,4-dihydro-4-oxo-1,8-naphthyridine-3-carboxylic acid, 0.63 g (4.4 mmole) of 3-[(2-propyl)aminomethyl]pyrrolidine, 1.22 g (8.0 mmole) of 1,8-diazabicyclo[5.4.0]undec-7-ene and 30 ml of acetonitrile was stirred at room temperature for two hours. The precipitate was removed by filtration, washed with acetonitrile, and dried in vacuo to give 1.3 g (84%) of the title compound, mp 240°-243° C. The reactants are [N+](=O)([O-])C1=CC=C(CC2=NNC(O2)=O)C=C1 (5-(4-nitrobenzyl)-1,3,4-oxadiazol-2(3H)-one), IC (iodomethane), CN(C=O)C (N,N-dimethylformamide), [H-].[Na+] (sodium hydride). The solvent is O (Water). Conditions: time 2 hour. Product: CN1C(OC(=N1)CC1=CC=C(C=C1)[N+](=O)[O-])=O (3-methyl-5-(4-nitrobenzyl)-1,3,4-oxadiazol-2(3H)-one). The yield is 71.0%. As a reaction SMILES: [N+:1]([C:4]1[CH:16]=[CH:15][C:7]([CH2:8][C:9]2[O:13][C:12](=[O:14])[NH:11][N:10]=2)=[CH:6][CH:5]=1)([O-:3])=[O:2].IC.[CH3:19]N(C)C=O.[H-].[Na+]>O>[CH3:19][N:11]1[N:10]=[C:9]([CH2:8][C:7]2[CH:15]=[CH:16][C:4]([N+:1]([O-:3])=[O:2])=[CH:5][CH:6]=2)[O:13][C:12]1=[O:14] |f:3.4|. Procedure: To a mixture of 5-(4-nitrobenzyl)-1,3,4-oxadiazol-2(3H)-one (1.0 g), iodomethane (0.97 g) and N,N-dimethylformamide (30 mL) was added sodium hydride (60% in oil, 0.20 g) at room temperature. The reaction mixture was stirred at room temperature for 2 hrs. Water was poured into the reaction mixture, and the mixture was extracted with ethyl acetate. The organic layer was washed with saturated brine, dried over anhydrous magnesium sulfate and concentrated. The residue was subjected to silica gel col... Reactants: CC(=O)OI1(C=2C=CC=CC2C(=O)O1)(OC(=O)C)OC(=O)C (Dess-Martin reagent), FC(C(=O)[O-])(F)F (trifluoroacetate), FC1=C(C=CC=C1F)[C@@H]1CC[C@H](C(NC1)=NCC(C(C)C)O)NC(=O)N1CCC(CC1)N1C(NC2=NC=CC=C21)=O (N-{(3R,6S)-6-(2,3-difluorophenyl)-2-[(2-hydroxy-3-methylbutyl)imino]azepan-3-yl}-4-(2-oxo-2,3-dihydro-1H-imidazo[4,5-b]pyridin-1-yl)piperidine-1-carboxamide), C(C)(=O)O (acetic acid), S(=O)([O-])[O-].[Na+].[Na+] (sodium sulfite). Solvent: ClCCl (dichloromethane), C(C)O (ethanol). Run at temperature 80 celsius, time 1 hour. Yields the product FC1=C(C=CC=C1F)[C@@H]1CC[C@H](C=2N(C1)C(=CN2)C(C)C)NC(=O)N2CCC(CC2)N2C(NC1=NC=CC=C12)=O (N-[(6S,9R)-6-(2,3-Difluorophenyl)-3-isopropyl-6,7,8,9-tetrahydro-5H-imidazo[1,2-a]azepin-9-yl]-4-(2-oxo-2,3-dihydro-1H-imidazo[4,5-b]pyridin-1-yl)piperidine-1-carboxamide). Yield: 67.1%. Reaction SMILES: CC(OI1(OC(C)=O)(OC(C)=O)OC(=O)C2C=CC=CC1=2)=O.FC(F)(F)C([O-])=O.[F:30][C:31]1[C:36]([F:37])=[CH:35][CH:34]=[CH:33][C:32]=1[C@H:38]1[CH2:44][NH:43][C:42](=[N:45][CH2:46][CH:47](O)[CH:48]([CH3:50])[CH3:49])[C@H:41]([NH:52][C:53]([N:55]2[CH2:60][CH2:59][CH:58]([N:61]3[C:69]4[C:64](=[N:65][CH:66]=[CH:67][CH:68]=4)[NH:63][C:62]3=[O:70])[CH2:57][CH2:56]2)=[O:54])[CH2:40][CH2:39]1.C(O)(=O)C.S([O-])([O-])=O.[Na+].[Na+]>ClCCl.C(O)C>[F:30][C:31]1[C:36]([F:37])=[CH:35][CH:34]=[CH:33][C:32]=1[C@H:38]1[CH2:44][N:43]2[C:47]([CH:48]([CH3:50])[CH3:49])=[CH:46][N:45]=[C:42]2[C@H:41]([NH:52][C:53]([N:55]2[CH2:60][CH2:59][CH:58]([N:61]3[C:69]4[C:64](=[N:65][CH:66]=[CH:67][CH:68]=4)[NH:63][C:62]3=[O:70])[CH2:57][CH2:56]2)=[O:54])[CH2:40][CH2:39]1 |f:4.5.6|. Reported procedure: Dess-Martin reagent [1,1,1-tris(acetyloxy)-1,1-dihydro-1,2-benziodoxol-3-(1)-one] (174 mg, 0.411 mmol) was added to a solution of the trifluoroacetate salt of N-{(3R,6S)-6-(2,3-difluorophenyl)-2-[(2-hydroxy-3-methylbutyl)imino]azepan-3-yl}-4-(2-oxo-2,3-dihydro-1H-imidazo[4,5-b]pyridin-1-yl)piperidine-1-carboxamide (164 mg, 0.206 mmol) and acetic acid (24 μL, 0.411 mmol) in dichloromethane (10 mL). After 1 h, sodium sulfite (100 mg, 0.793 mmol) and ethanol (10 mL) were added and the mixture was h... Starting materials: [N+](=O)([O-])C1=C(C(=O)N)C=C(C=C1)OCCC (2-nitro-5-propoxy-benzamide), [NH4+].[Cl-] (NH4Cl). The reagents and catalysts are [Fe] (Fe). Solvent: CO.O (MeOH-H2O). Reaction conditions: temperature 60 celsius, time 3 hour. Product: NC1=C(C(=O)N)C=C(C=C1)OCCC (2-Amino-5-propoxy-benzamide). Isolated yield 98.0%. Reaction SMILES: [N+:1]([C:4]1[CH:12]=[CH:11][C:10]([O:13][CH2:14][CH2:15][CH3:16])=[CH:9][C:5]=1[C:6]([NH2:8])=[O:7])([O-])=O.[NH4+].[Cl-]>CO.O.[Fe]>[NH2:1][C:4]1[CH:12]=[CH:11][C:10]([O:13][CH2:14][CH2:15][CH3:16])=[CH:9][C:5]=1[C:6]([NH2:8])=[O:7] |f:1.2,3.4|. Procedure: To a mixture of 2-nitro-5-propoxy-benzamide (1.20 g, 5.36 mmol) in MeOH-H2O (v/v, 3:1, 60 mL) was added NH4Cl (2.84 g, 53.6 mmol) and Fe (2.99 g, 53.6 mmol). The resulting mixture was stirred at 60° C. for 3 h. After the reaction was completed, the mixture was cooled to room temperature and the iron was filtered off. The filtrate was concentrated to 15 mL and the formed precipitate was collected and dried in vacuo to give 1.02 g of ii-a as a pale yellow solid (98%). LCMS m/z=1781 (M−16), 195.1 (... Starting materials: C1CCOC1, [Cl-], Nc1cccc(C(=O)c2ccc3c(c2)NC(=O)C3)c1, O=C(Cl)c1cccs1. Yields the product O=C1Cc2ccc(C(=O)c3cccc(NC(=O)c4cccs4)c3)cc2N1. Reaction SMILES: [CH2:29]1[O:30][CH2:31][CH2:32][CH2:33]1.[Cl-:28].[NH2:9][c:10]1[cH:11][c:12]([C:13](=[O:14])[c:15]2[cH:16][cH:17][c:18]3[c:22]([cH:23]2)[NH:21][C:20](=[O:24])[CH2:19]3)[cH:25][cH:26][cH:27]1.[s:1]1[c:2]([C:6](=[O:7])[Cl:8])[cH:3][cH:4][cH:5]1>>[s:1]1[c:2]([C:6](=[O:7])[NH:9][c:10]2[cH:11][c:12]([C:13](=[O:14])[c:15]3[cH:16][cH:17][c:18]4[c:22]([cH:23]3)[NH:21][C:20](=[O:24])[CH2:19]4)[cH:25][cH:26][cH:27]2)[cH:3][cH:4][cH:5]1. The reactants are C1CC(=O)N(C1=O)Br (NBS), ClC1=CC=C(C=C1)C1N(C(C2=C1N(C=C2)C2CC2)=O)C2=CN(C(C(=C2)C)=O)C (6-(4-chlorophenyl)-1-cyclopropyl-5-(1,5-dimethyl-6-oxo-1,6-dihydropyridin-3-yl)-5,6-dihydropyrrolo[3,4-b]pyrrol-4(1H)-one). Run in C(Cl)(Cl)(Cl)Cl (CCl4), C(Cl)Cl (CH2Cl2). Conditions: time 40 hour. The product is BrC1=CC2=C(N1C1CC1)C(N(C2=O)C2=CN(C(C(=C2)C)=O)C)C2=CC=C(C=C2)Cl (2-Bromo-6-(4-chlorophenyl)-1-cyclopropyl-5-(1,5-dimethyl-6-oxo-1,6-dihydropyridin-3-yl)-5,6-dihydropyrrolo[3,4-b]pyrrol-4(1H)-one). The yield is 70.9%. Reaction SMILES: C1C(=O)N([Br:8])C(=O)C1.[Cl:9][C:10]1[CH:15]=[CH:14][C:13]([CH:16]2[C:20]3[N:21]([CH:24]4[CH2:26][CH2:25]4)[CH:22]=[CH:23][C:19]=3[C:18](=[O:27])[N:17]2[C:28]2[CH:33]=[C:32]([CH3:34])[C:31](=[O:35])[N:30]([CH3:36])[CH:29]=2)=[CH:12][CH:11]=1>C(Cl)(Cl)(Cl)Cl.C(Cl)Cl>[Br:8][C:22]1[N:21]([CH:24]2[CH2:26][CH2:25]2)[C:20]2[CH:16]([C:13]3[CH:14]=[CH:15][C:10]([Cl:9])=[CH:11][CH:12]=3)[N:17]([C:28]3[CH:33]=[C:32]([CH3:34])[C:31](=[O:35])[N:30]([CH3:36])[CH:29]=3)[C:18](=[O:27])[C:19]=2[CH:23]=1. Reported procedure: NBS (0.497 g, 2.79 mmol) was added to a mixture of 6-(4-chlorophenyl)-1-cyclopropyl-5-(1,5-dimethyl-6-oxo-1,6-dihydropyridin-3-yl)-5,6-dihydropyrrolo[3,4-b]pyrrol-4(1H)-one (Step 240.2) (1.1 g, 2.79 mmol) in CCl4 (40 mL) at 0° C. The reaction mixture was stirred for 40 h at rt, concentrated, diluted with EtOAc/water, and extracted twice with EtOAc. The combined organic extracts were washed with brine, dried (Na2SO4), and concentrated. The crude product was purified by silica gel column chromatog... Starting materials: CCOC1=CCc2cccc(N)c2C1, Cl, C1CCOC1. The product is Nc1cccc2c1CC(=O)CC2. RXN SMILES: [CH2:1]([CH3:2])[O:3][C:4]1=[CH:5][CH2:6][c:7]2[cH:8][cH:9][cH:10][c:11]([NH2:14])[c:12]2[CH2:13]1.[ClH:15].[O:16]1[CH2:17][CH2:18][CH2:19][CH2:20]1>>[O:3]=[C:4]1[CH2:5][CH2:6][c:7]2[cH:8][cH:9][cH:10][c:11]([NH2:14])[c:12]2[CH2:13]1.